Dataset: the Open Reaction Database (ORD), a public repository of structured organic reaction records. Task: describe an organic reaction: reactants, conditions, products, and yield Reactants: O=S(=O)(Nc1cc(Br)cnc1Cl)c1ccc(F)cc1, N=C(c1ccccc1)c1ccccc1, CC(C)(C)[O-], Cc1ccccc1, [Na+], CC(=O)[O-], CC(=O)[O-], [Pd+2], c1ccc(P(c2ccccc2)c2cccc3c2Cc2ccccc2O3)cc1. Yields the product O=S(=O)(Nc1cc(N=C(c2ccccc2)c2ccccc2)cnc1Cl)c1ccc(F)cc1. Reaction SMILES: [Br:1][c:2]1[cH:3][c:4]([NH:9][S:10](=[O:11])(=[O:12])[c:13]2[cH:14][cH:15][c:16]([F:19])[cH:17][cH:18]2)[c:5]([Cl:8])[n:6][cH:7]1.[C:53]([c:54]1[cH:55][cH:56][cH:57][cH:58][cH:59]1)([c:60]1[cH:61][cH:62][cH:63][cH:64][cH:65]1)=[NH:66].[CH3:47][C:48]([CH3:49])([O-:50])[CH3:51].[CH3:76][c:77]1[cH:78][cH:79][cH:80][cH:81][cH:82]1.[Na+:52].[O-:68][C:69]([CH3:70])=[O:71].[O-:72][C:73]([CH3:74])=[O:75].[Pd+2:67].[c:20]1([P:21]([c:22]2[c:23]3[c:32]([cH:33][cH:34][cH:35]2)[O:31][c:26]2[c:25]([cH:30][cH:29][cH:28][cH:27]2)[CH2:24]3)[c:36]2[cH:37][cH:38][cH:39][cH:40][cH:41]2)[cH:42][cH:43][cH:44][cH:45][cH:46]1>>[c:2]1([N:66]=[C:53]([c:54]2[cH:55][cH:56][cH:57][cH:58][cH:59]2)[c:60]2[cH:61][cH:62][cH:63][cH:64][cH:65]2)[cH:3][c:4]([NH:9][S:10](=[O:11])(=[O:12])[c:13]2[cH:14][cH:15][c:16]([F:19])[cH:17][cH:18]2)[c:5]([Cl:8])[n:6][cH:7]1. Reactants: CCOC(=O)COc1ccc(CC(NC(=O)OCC2c3ccccc3-c3ccccc32)C(=O)O)cc1C(=O)OCC, C[O-], O=C[O-], CC(C)N=C=NC(C)C, NC(Cc1ccc(O)cc1)C(=O)O, [Na+], CN(C)C=O, COc1cc(O)ccc1C=O, On1nnc2ccccc21. The product is COc1ccccc1C=O. As a reaction SMILES: [CH2:31]([O:32][C:33]([c:34]1[cH:35][c:36]([CH2:37][CH:38]([NH:39][C:40]([O:41][CH2:42][CH:43]2[c:44]3[cH:45][cH:46][cH:47][cH:48][c:49]3-[c:50]3[c:51]2[cH:52][cH:53][cH:54][cH:55]3)=[O:56])[C:57]([OH:58])=[O:59])[cH:60][cH:61][c:62]1[O:63][CH2:64][C:65]([O:66][CH2:67][CH3:68])=[O:69])=[O:70])[CH3:71].[CH3:15][O-:16].[CH:1]([O-:2])=[O:3].[CH:72]([N:73]=[C:74]=[N:75][CH:76]([CH3:77])[CH3:78])([CH3:79])[CH3:80].[NH2:18][CH:19]([C:20](=[O:21])[OH:22])[CH2:23][c:24]1[cH:25][cH:26][c:27]([OH:28])[cH:29][cH:30]1.[Na+:17].[O:91]=[CH:92][N:93]([CH3:94])[CH3:95].[OH:4][c:5]1[cH:6][c:7]([O:13][CH3:14])[c:8]([CH:9]=[O:10])[cH:11][cH:12]1.[OH:81][n:82]1[c:83]2[c:84]([cH:85][cH:86][cH:87][cH:88]2)[n:89][n:90]1>>[cH:5]1[cH:6][c:7]([O:13][CH3:14])[c:8]([CH:9]=[O:10])[cH:11][cH:12]1. Starting materials: NC1=C(C=C(C=C1)OC)S(=O)(=O)N (2-amino-5-methoxybenzenesulphonamide), NC1=C(C=CC(=C1)OC)S(=O)(=O)N (2-amino-4-methoxybenzenesulphonamide). Yields the product O=S1(NC2N(C3=C1C=CC(=C3)O)CCC2)=O (5,5-Dioxo-2,3,3a,4-tetrahydro-1H-pyrrolo[2,1-c][1,2,4]benzothiadiazin-8-ol). Reaction SMILES: N[C:2]1[CH:7]=CC(OC)=[CH:4][C:3]=1S(N)(=O)=O.[NH2:14][C:15]1[CH:20]=[C:19]([O:21]C)[CH:18]=[CH:17][C:16]=1[S:23]([NH2:26])(=[O:25])=[O:24]>>[O:24]=[S:23]1(=[O:25])[C:16]2[CH:17]=[CH:18][C:19]([OH:21])=[CH:20][C:15]=2[N:14]2[CH2:7][CH2:2][CH2:3][CH:4]2[NH:26]1. Procedure details: In Step A, 2-amino-5-methoxybenzenesulphonamide is replaced by 2-amino-4-methoxybenzenesulphonamide. As a reaction SMILES: Br[CH2:2][CH2:3][CH2:4][CH2:5][O:6][C:7]1[CH:8]=[CH:9][C:10]2[C:14]([C:15]3[CH:20]=[CH:19][C:18]([Br:21])=[CH:17][CH:16]=3)=[C:13]([CH3:22])[S:12][C:11]=2[CH:23]=1.[N-:24]=[N+:25]=[N-:26].[Na+]>>[N:24]([CH2:2][CH2:3][CH2:4][CH2:5][O:6][C:7]1[CH:8]=[CH:9][C:10]2[C:14]([C:15]3[CH:20]=[CH:19][C:18]([Br:21])=[CH:17][CH:16]=3)=[C:13]([CH3:22])[S:12][C:11]=2[CH:23]=1)=[N+:25]=[N-:26] |f:1.2|. Yields the product N(=[N+]=[N-])CCCCOC=1C=CC2=C(SC(=C2C2=CC=C(C=C2)Br)C)C1 (6-(4-Azido-butoxy)-3-(4-bromo-phenyl)-2-methyl-benzo[b]thiophene). Procedure details: In analogy to the procedures described in examples 49.3 and 49.4, 6-(4-Bromo-butoxy)-3-(4-bromo-phenyl)-2-methyl-benzo[b]thiophene (example 27.5) was reacted with sodium azide to yield 6-(4-Azido-butoxy)-3-(4-bromo-phenyl)-2-methyl-benzo[b]thiophene, which was further reduced with triphenylphosphin and water to yield 4-[3-(4-Bromo-phenyl)-2-methyl-benzo[b]thiophen-6-yloxy]-butylamine as colorless oil, MS: 390 (MH+, 1Br). Reactants: BrCCCCOC=1C=CC2=C(SC(=C2C2=CC=C(C=C2)Br)C)C1 (6-(4-Bromo-butoxy)-3-(4-bromo-phenyl)-2-methyl-benzo[b]thiophene), [N-]=[N+]=[N-].[Na+] (sodium azide). The reactants are CC([O-])=S, Cc1ccc(S(=O)(=O)OC2CC(CO[Si](C)(C)C(C)(C)C)N(C(=O)OCc3ccccc3)C2)cc1, CN(C)C=O, [Na+], O. Yields the product CC(=O)SC1CC(CO[Si](C)(C)C(C)(C)C)N(C(=O)OCc2ccccc2)C1. As a reaction SMILES: [C:1]([CH3:2])(=[S:3])[O-:4].[CH2:6]([c:7]1[cH:8][cH:9][cH:10][cH:11][cH:12]1)[O:13][C:14](=[O:15])[N:16]1[CH:17]([CH2:32][O:33][Si:34]([CH3:35])([CH3:36])[C:37]([CH3:38])([CH3:39])[CH3:40])[CH2:18][CH:19]([O:21][S:22]([c:23]2[cH:24][cH:25][c:26]([CH3:27])[cH:28][cH:29]2)(=[O:30])=[O:31])[CH2:20]1.[CH3:42][N:43]([CH3:44])[CH:45]=[O:46].[Na+:5].[OH2:41]>>[C:1]([CH3:2])([S:3][CH:19]1[CH2:18][CH:17]([CH2:32][O:33][Si:34]([CH3:35])([CH3:36])[C:37]([CH3:38])([CH3:39])[CH3:40])[N:16]([C:14]([O:13][CH2:6][c:7]2[cH:8][cH:9][cH:10][cH:11][cH:12]2)=[O:15])[CH2:20]1)=[O:4]. Reactants: CC(C)C(=O)Nc1cccc(C2CCNCC2)c1, COc1ccc(C(=O)CCCl)cc1. Yields the product COc1ccc(C(=O)CCN2CCC(c3cccc(NC(=O)C(C)C)c3)CC2)cc1. RXN SMILES: [CH3:14][CH:15]([C:16](=[O:17])[NH:18][c:19]1[cH:20][c:21]([CH:25]2[CH2:26][CH2:27][NH:28][CH2:29][CH2:30]2)[cH:22][cH:23][cH:24]1)[CH3:31].[Cl:1][CH2:2][CH2:3][C:4](=[O:5])[c:6]1[cH:7][cH:8][c:9]([O:12][CH3:13])[cH:10][cH:11]1>>[CH2:2]([CH2:3][C:4](=[O:5])[c:6]1[cH:7][cH:8][c:9]([O:12][CH3:13])[cH:10][cH:11]1)[N:28]1[CH2:27][CH2:26][CH:25]([c:21]2[cH:20][c:19]([NH:18][C:16]([CH:15]([CH3:14])[CH3:31])=[O:17])[cH:24][cH:23][cH:22]2)[CH2:30][CH2:29]1. Starting materials: C(=O)(O)C=1C=C2C(=CNC2=CC1)C1CCN(CC1)CCN1C(C2=CC=CC=3C2=C(C1=O)C=CC3)=O (2-[2-(4-(5-carboxy-3-indolyl)piperidino)ethyl]-2,3-dihydro-1H-benz[de]isoquinoline-1,3-dione), CS(=O)(=O)[O-].ClC1=[N+](C=CC=C1)C (2-chloro-1-methylpyridinium methanesulfonate), N (NH3). Run in CN1CCCC1 (N-methylpyrrolidine). Reaction conditions: time 12 hour. Yields the product C(N)(=O)C=1C=C2C(=CNC2=CC1)C1CCN(CC1)CCN1C(C2=CC=CC=3C2=C(C1=O)C=CC3)=O (2-[2-(4-(5-carbamoyl-3-indolyl)piperidino)ethyl]-2,3-dihydro-1H-benz[de]isoquinoline-1,3-dione). Reaction SMILES: [C:1]([C:4]1[CH:5]=[C:6]2[C:10](=[CH:11][CH:12]=1)[NH:9][CH:8]=[C:7]2[CH:13]1[CH2:18][CH2:17][N:16]([CH2:19][CH2:20][N:21]2[C:30](=[O:31])[C:29]3[CH:32]=[CH:33][CH:34]=[C:27]4[C:28]=3[C:23](=[CH:24][CH:25]=[CH:26]4)[C:22]2=[O:35])[CH2:15][CH2:14]1)(O)=[O:2].CS([O-])(=O)=O.ClC1C=CC=C[N+:43]=1C.N>CN1CCCC1>[C:1]([C:4]1[CH:5]=[C:6]2[C:10](=[CH:11][CH:12]=1)[NH:9][CH:8]=[C:7]2[CH:13]1[CH2:18][CH2:17][N:16]([CH2:19][CH2:20][N:21]2[C:30](=[O:31])[C:29]3[CH:32]=[CH:33][CH:34]=[C:27]4[C:28]=3[C:23](=[CH:24][CH:25]=[CH:26]4)[C:22]2=[O:35])[CH2:15][CH2:14]1)(=[O:2])[NH2:43] |f:1.2|. Procedure: 2.1 g of 2-[2-(4-(5-carboxy-3-indolyl)piperidino)ethyl]-2,3-dihydro-1H-benz[de]isoquinoline-1,3-dione are suspended in 100 ml of N-methylpyrrolidine. 3.2 g of 2-chloro-1-methylpyridinium methanesulfonate are then added and the mixture is stirred at room temperature for 12 hours. Dried NH3 gas is passed into the resulting solution until it is saturated and the mixture is stirred again for 10 hours. Customary working up gives 2-[2-(4-(5-carbamoyl-3-indolyl)piperidino)ethyl]-2,3-dihydro-1H-benz[de]... Reactants: OC[C@H]1[C@@H](C1)C(C)=O (trans-1-[2-(hydroxymethyl)cyclopropyl]ethanone), [H-].[Na+] (sodium hydride), COC1=CC=C(CCl)C=C1 (4-methoxybenzyl chloride). Run in CN(C)C=O (DMF). Run at temperature 25 celsius, time 25 minute. Yields the product COC1=CC=C(COC[C@H]2[C@@H](C2)C(C)=O)C=C1 (trans-1-[2-(4-Methoxybenzyloxymethyl)cyclopropyl]ethanone). Yield: 58.3%. As a reaction SMILES: [OH:1][CH2:2][C@@H:3]1[CH2:5][C@H:4]1[C:6](=[O:8])[CH3:7].[H-].[Na+].[CH3:11][O:12][C:13]1[CH:20]=[CH:19][C:16]([CH2:17]Cl)=[CH:15][CH:14]=1>CN(C=O)C>[CH3:11][O:12][C:13]1[CH:20]=[CH:19][C:16]([CH2:17][O:1][CH2:2][C@@H:3]2[CH2:5][C@H:4]2[C:6](=[O:8])[CH3:7])=[CH:15][CH:14]=1 |f:1.2|. Procedure details: To a solution of trans-1-[2-(hydroxymethyl)cyclopropyl]ethanone (3.4 g, 30 mmol) (prepared as disclosed in Cossy, J.; Blanchard, N.; Meyer, C. Eur. J. Org. Chem. 2001, 339) in anhydrous DMF (60 mL) was added sodium hydride (60 percent dispersion in oil, 1.4 g, 36 mmol) in portions under N2 at 0° C. After the addition was complete, the mixture was stirred for 25 minutes and 4-methoxybenzyl chloride (5.2 g, 33 mmol) was added in one portion. The reaction was then allowed to warm to approximately 2...